The task is: describe an organic reaction: reactants, conditions, products, and yield. This data is from the Open Reaction Database (ORD), a public repository of structured organic reaction records. The reactants are BrC1=C(C=CC(=C1)S(=O)(=O)C)F (2-bromo-1-fluoro-4-methylsulfonylbenzene), BrC1=CN(C(C2=C1N=CN=C2)=O)C (8-bromo-6-methylpyrido[4,3-d]pyrimidin-5-one), BrC1=C(C=CC(=C1)S(=O)(=O)CC)OCCC (2-bromo-4-ethylsulfonyl-1-propoxybenzene), FC1=C(C=C(C=C1)S(=O)(=O)C)B1OC(C(O1)(C)C)(C)C (2-(2-fluoro-5-methylsulfonylphenyl)-4,4,5,5-tetramethyl-1,3,2-dioxaborolane). The product is FC1=C(C=C(C=C1)S(=O)(=O)C)C1=CN(C(C2=C1N=CN=C2)=O)C (8-(2-fluoro-5-methylsulfonylphenyl)-6-methylpyrido[4,3-d]pyrimidin-5-one). RXN SMILES: Br[C:2]1[CH:7]=[C:6]([S:8]([CH3:11])(=[O:10])=[O:9])[CH:5]=[CH:4][C:3]=1[F:12].BrC1C=C(S(CC)(=O)=O)C=CC=1OCCC.FC1C=CC(S(C)(=O)=O)=CC=1B1OC(C)(C)C(C)(C)O1.Br[C:50]1[C:55]2[N:56]=[CH:57][N:58]=[CH:59][C:54]=2[C:53](=[O:60])[N:52]([CH3:61])[CH:51]=1>>[F:12][C:3]1[CH:4]=[CH:5][C:6]([S:8]([CH3:11])(=[O:10])=[O:9])=[CH:7][C:2]=1[C:50]1[C:55]2[N:56]=[CH:57][N:58]=[CH:59][C:54]=2[C:53](=[O:60])[N:52]([CH3:61])[CH:51]=1. Procedure: 2-bromo-1-fluoro-4-methylsulfonylbenzene was substituted for the title compound of Example 225, step 1 and was converted to 2-(2-fluoro-5-methylsulfonylphenyl)-4,4,5,5-tetramethyl-1,3,2-dioxaborolane in a manner similar to Example 225, step 2 and then reacted with the title compound of Example 231, step 3 in a manner similar to Example 231, step 4. LCMS: 333.9 (M+H)+. Reactants: CCC(=O)N(C)C, CC#N, CN1CCN(c2nc3ccc(N)cc3nc2N2CCN(C)CC2)CC1, O, O=P(Cl)(Cl)Cl. The product is CCC(=Nc1ccc2nc(N3CCN(C)CC3)c(N3CCN(C)CC3)nc2c1)N(C)C. Reaction SMILES: [CH3:1][N:2]([C:3]([CH2:4][CH3:5])=[O:6])[CH3:7].[CH3:38][C:39]#[N:40].[NH2:13][c:14]1[cH:15][c:16]2[n:17][c:18]([N:31]3[CH2:32][CH2:33][N:34]([CH3:37])[CH2:35][CH2:36]3)[c:19]([N:24]3[CH2:25][CH2:26][N:27]([CH3:30])[CH2:28][CH2:29]3)[n:20][c:21]2[cH:22][cH:23]1.[OH2:41].[P:8]([Cl:9])([Cl:10])([Cl:11])=[O:12]>>[CH3:1][N:2]([C:3]([CH2:4][CH3:5])=[N:13][c:14]1[cH:15][c:16]2[n:17][c:18]([N:31]3[CH2:32][CH2:33][N:34]([CH3:37])[CH2:35][CH2:36]3)[c:19]([N:24]3[CH2:25][CH2:26][N:27]([CH3:30])[CH2:28][CH2:29]3)[n:20][c:21]2[cH:22][cH:23]1)[CH3:7]. The reactants are C(C)OC(C(C)C1=CC=C(C=C1)O)=O (2-(4-hydroxy-phenyl)-propionic acid ethyl ester), [N+](=O)(O)[O-] (nitric acid), O (water). The solvent is C(C)(=O)O (acetic acid). Reaction conditions: time 30 minute. Product: C(C)OC(C(C)C1=CC(=C(C=C1)O)[N+](=O)[O-])=O (2-(4-Hydroxy-3-nitro-phenyl)-propionic acid ethyl ester). RXN SMILES: [CH2:1]([O:3][C:4](=[O:14])[CH:5]([C:7]1[CH:12]=[CH:11][C:10]([OH:13])=[CH:9][CH:8]=1)[CH3:6])[CH3:2].[N+:15]([O-])([OH:17])=[O:16].O>C(O)(=O)C>[CH2:1]([O:3][C:4](=[O:14])[CH:5]([C:7]1[CH:8]=[CH:9][C:10]([OH:13])=[C:11]([N+:15]([O-:17])=[O:16])[CH:12]=1)[CH3:6])[CH3:2]. Procedure: A solution of 2-(4-hydroxy-phenyl)-propionic acid ethyl ester (9.02 g) in acetic acid (75 mL) was added nitric acid (60%, 5.24 g in AcOH) at room temperature. The reaction mixture was stirred for 30 minutes at room temperature and added water. The mixture was extracted with EtOAc and the organic layer was dried over magnesium sulfate, filtered and concentrated in vacuo. The resulting residue was chromatographed on silica gel (n-Hex:EtOAc=10:1) to afford the product as yellow oil. (9.71 g) As a reaction SMILES: [CH3:1][S:2]([C:5]1[CH:6]=[C:7]([CH:11]=[CH:12][CH:13]=1)[C:8]([OH:10])=O)(=[O:4])=[O:3].ON1C2C=CC=CC=2N=N1.[CH3:24][C:25]([CH3:46])([CH3:45])[CH2:26][CH2:27][NH:28][C:29](=[O:44])[C@H:30]([CH3:43])[CH2:31][C@H:32]([OH:42])[C@@H:33]([NH2:41])[CH2:34][C:35]1[CH:40]=[CH:39][CH:38]=[CH:37][CH:36]=1.Cl.CN(C)CCCN=C=NCC>ClCCl.CN(C=O)C>[CH2:34]([C@H:33]([NH:41][C:8](=[O:10])[C:7]1[CH:11]=[CH:12][CH:13]=[C:5]([S:2]([CH3:1])(=[O:3])=[O:4])[CH:6]=1)[C@@H:32]([OH:42])[CH2:31][C@H:30]([C:29](=[O:44])[NH:28][CH2:27][CH2:26][C:25]([CH3:24])([CH3:45])[CH3:46])[CH3:43])[C:35]1[CH:40]=[CH:39][CH:38]=[CH:37][CH:36]=1 |f:3.4,5.6|. The reactants are CS(=O)(=O)C=1C=C(C(=O)O)C=CC1 (3-methanesulfonyl benzoic acid), ON1N=NC2=C1C=CC=C2 (1-hydroxybenzotriazole), CC(CCNC([C@@H](C[C@@H]([C@H](CC1=CC=CC=C1)N)O)C)=O)(C)C ((2R,4S,5S)-5-amino-4-hydroxy-2-methyl-6-phenylhexanoic acid (3,3-dimethylbutyl)-amide), Cl.CN(CCCN=C=NCC)C (1-(3-dimethylaminopropyl)-3-ethylcarbodiimide hydrochloride). Reported procedure: To a solution of 3-methanesulfonyl benzoic acid (77 mg, 0.39 mmol) and 1-hydroxybenzotriazole (52 mg, 0.39 mmol) in 2:1 dichloromethane/DMF (3.0 ml) was added (2R,4S,5S)-5-amino-4-hydroxy-2-methyl-6-phenylhexanoic acid (3,3-dimethylbutyl)-amide (D2) (100 mg, 0.32 mmol) and 1-(3-dimethylaminopropyl)-3-ethylcarbodiimide hydrochloride (86 mg, 0.45 mmol). The resulting solution was stirred at room temperature overnight and then evaporated to dryness. The residue was partitioned between ethyl acetate... Run at time 8 hour. The product is C(C1=CC=CC=C1)[C@@H]([C@H](C[C@@H](C)C(NCCC(C)(C)C)=O)O)NC(C1=CC(=CC=C1)S(=O)(=O)C)=O (N-[(1S,2S,4R)-1-Benzyl-4-(3,3-dimethylbutylcarbamoyl)-2-hydroxypentyl]-3-methanesulfonyl-benzamide). The solvent is ClCCl.CN(C)C=O (dichloromethane DMF). Yield: 39.2%. Starting materials: CC1C=CC2=CC(C(C)(C)C)CC(O)C2C1(CCC1CC(C(C)(C)C)C(O[SiH](C)C)C(=O)O1)O[SiH](C)C, CCC(Oc1ccccc1C(C)(C)C)C(=O)O. The product is CCC(Oc1ccccc1C(C)(C)C)C(=O)OC1CC(C(C)(C)C)C=C2C=CC(C)C(CCC3CC(C(C)(C)C)C(O[SiH](C)C)C(=O)O3)(O[SiH](C)C)C21. RXN SMILES: [C:18]([CH3:19])([CH3:20])([CH3:21])[CH:22]1[CH:23]=[C:24]2[CH:25]=[CH:26][CH:27]([CH3:54])[C:28]([CH2:33][CH2:34][CH:35]3[CH2:36][CH:37]([C:46]([CH3:47])([CH3:48])[CH3:49])[CH:38]([O:42][SiH:43]([CH3:44])[CH3:45])[C:39](=[O:41])[O:40]3)([O:50][SiH:51]([CH3:52])[CH3:53])[CH:29]2[CH:30]([OH:32])[CH2:31]1.[C:1]([CH3:2])([CH3:3])([CH3:4])[c:5]1[c:6]([O:7][CH:8]([C:9](=[O:10])[OH:11])[CH2:12][CH3:13])[cH:14][cH:15][cH:16][cH:17]1>>[C:1]([CH3:2])([CH3:3])([CH3:4])[c:5]1[c:6]([O:7][CH:8]([C:9]([O:10][CH:30]2[CH:29]3[C:24](=[CH:23][CH:22]([C:18]([CH3:19])([CH3:20])[CH3:21])[CH2:31]2)[CH:25]=[CH:26][CH:27]([CH3:54])[C:28]3([CH2:33][CH2:34][CH:35]2[CH2:36][CH:37]([C:46]([CH3:47])([CH3:48])[CH3:49])[CH:38]([O:42][SiH:43]([CH3:44])[CH3:45])[C:39](=[O:41])[O:40]2)[O:50][SiH:51]([CH3:52])[CH3:53])=[O:11])[CH2:12][CH3:13])[cH:14][cH:15][cH:16][cH:17]1. The reactants are C(C1=CC=CC=C1)(=O)OC[C@@H]1[C@H]([C@@H](C=CO1)O)O (6-O-benzoylglucal), O(C1=CC=CC=C1)CC(=O)OC=C (vinyl phenoxyacetate). The solvent is C(OC)COC (dimethoxyethane). Product: C(C1=CC=CC=C1)(=O)OC[C@@H]1[C@H]([C@@H](C=CO1)OC(COC1=CC=CC=C1)=O)O (6-O-benzoyl-3-O-phenoxyacetylglucal). Isolated yield 88.0%. As a reaction SMILES: [C:1]([O:9][CH2:10][C@H:11]1[O:16][CH:15]=[CH:14][C@@H:13]([OH:17])[C@@H:12]1[OH:18])(=[O:8])[C:2]1[CH:7]=[CH:6][CH:5]=[CH:4][CH:3]=1.[O:19]([CH2:26][C:27](OC=C)=[O:28])[C:20]1[CH:25]=[CH:24][CH:23]=[CH:22][CH:21]=1>C(COC)OC>[C:1]([O:9][CH2:10][C@H:11]1[O:16][CH:15]=[CH:14][C@@H:13]([O:17][C:27](=[O:28])[CH2:26][O:19][C:20]2[CH:25]=[CH:24][CH:23]=[CH:22][CH:21]=2)[C@@H:12]1[OH:18])(=[O:8])[C:2]1[CH:3]=[CH:4][CH:5]=[CH:6][CH:7]=1. Procedure details: 226 mg (0.90 mmol) of 6-O-benzoylglucal are dissolved in 1 ml of dimethoxyethane and stirred with 1 ml of vinyl phenoxyacetate and 220 mg of lipase Fp at room temperature for 3 hours. Filtration and flash chromatography (silica gel; hexane and ether/hexane 1:1) result in 6-O-benzoyl-3-O-phenoxyacetylglucal in 88% yield (304.5 mg, 0.79 mmol).